This data is from the Open Reaction Database (ORD), a public repository of structured organic reaction records. The task is: describe an organic reaction: reactants, conditions, products, and yield Starting materials: CC(C(C(N1N=CN=C1)OC1=CC=C(C=C1)C=NOC)=O)(C)C (3,3-dimethyl-1-(4-methoxyiminomethyl-phenoxy)-1-(1,2,4-triazol-1-yl)-2-butanone), CC(C(CN1N=CN=C1)=O)(C)C (3,3-dimethyl-1-(1,2,4-triazol-1-yl)-2-butanone), BrBr (bromine). Yields the product BrC(C(C(C)(C)C)=O)N1N=CN=C1 (1-bromo-1-(1,2,4-triazol-1-yl)-3,3-dimethyl-2-butanone). RXN SMILES: [CH3:1][C:2]([CH3:23])([CH3:22])[C:3](=[O:21])[CH:4](OC1C=CC(C=NOC)=CC=1)[N:5]1[CH:9]=[N:8][CH:7]=[N:6]1.CC(C)(C)C(=O)CN1C=NC=N1.[Br:36]Br>>[Br:36][CH:4]([N:5]1[CH:9]=[N:8][CH:7]=[N:6]1)[C:3](=[O:21])[C:2]([CH3:23])([CH3:22])[CH3:1]. Procedure details: Thus, for example, it is possible to prepare 3,3-dimethyl-1-(4-methoxyiminomethyl-phenoxy)-1-(1,2,4-triazol-1-yl)-2-butanone of the formula ##STR11## by first reacting 3,3-dimethyl-1-(1,2,4-triazol-1-yl)-2-butanone with bromine to give 1-bromo-1-(1,2,4-triazol-1-yl)-3,3-dimethyl-2-butanone, and then reacting the latter with 4-hydroxybenzaldoxime O-methyl ether in the presence of a base. This synthesis can be illustrated by formulae as follows: Reactants: cobaltous carbonate, C(N(CC(=O)[O-])CC(=O)O)CN(CC(=O)O)CC(=O)[O-].[Na+].[Na+] (disodium edetate), C([O-])(O)=O.[Na+] (sodium bicarbonate). Solvent: O (water). Yields the product O.O.C(N(CC(=O)[O-])CC(=O)O)CN(CC(=O)O)CC(=O)[O-].[Na+].[Na+] (disodium edetate, dihydrate). Reaction SMILES: [CH2:1]([CH2:11][N:12]([CH2:17][C:18]([O-:20])=[O:19])[CH2:13][C:14]([OH:16])=[O:15])[N:2]([CH2:7][C:8]([OH:10])=[O:9])[CH2:3][C:4]([O-:6])=[O:5].[Na+:21].[Na+].C(=O)(O)[O-:24].[Na+]>O>[OH2:5].[OH2:24].[CH2:11]([CH2:1][N:2]([CH2:7][C:8]([O-:10])=[O:9])[CH2:3][C:4]([OH:6])=[O:5])[N:12]([CH2:17][C:18]([OH:20])=[O:19])[CH2:13][C:14]([O-:16])=[O:15].[Na+:21].[Na+:21] |f:0.1.2,3.4,6.7.8.9.10|. Procedure details: The disodium edetate was dissolved in the water. The cobaltous carbonate was added slowly with stirring. Gradual evolution of bubbles occurred after enough of the metal salt had been added to raise the pH to roughly 5. At that point, the insoluble material began to disappear more rapidly. After all of the bubbling had stopped, the liquid was stirred for approximately 15 minutes, and then the sodium bicarbonate was added slowly, with ample reaction time before further addition. The reaction was c... Reactants: BrC1=CC=C(C=C1)C1=CC=C(C=C1)OCCCCCCO (4-bromo-4′-(6-hydroxyhexyloxy)biphenyl), C([O-])([O-])=O.[Na+].[Na+] (sodium carbonate), FC1=C(C=CC=C1F)B(OOCCCCCCCC)O (2,3-difluoro-octyloxyphenylboronic acid). Reagents/catalysts: C=1C=CC(=CC1)[P](C=2C=CC=CC2)(C=3C=CC=CC3)[Pd]([P](C=4C=CC=CC4)(C=5C=CC=CC5)C=6C=CC=CC6)([P](C=7C=CC=CC7)(C=8C=CC=CC8)C=9C=CC=CC9)[P](C=1C=CC=CC1)(C=1C=CC=CC1)C=1C=CC=CC1 (tetrakis(triphenylphosphine)palladium(0)). The solvent is COCCOC (DME). Product: FC1=C(C=CC(=C1F)OCCCCCCCC)C=1C(=CC=CC1)C1=CC=C(C=C1)OCCCCCCO (2,3-Difluoro-4-octyloxy-4″-(6-hydroxyhexyloxy)terphenyl). As a reaction SMILES: Br[C:2]1[CH:7]=[CH:6][C:5]([C:8]2[CH:13]=[CH:12][C:11]([O:14][CH2:15][CH2:16][CH2:17][CH2:18][CH2:19][CH2:20][OH:21])=[CH:10][CH:9]=2)=[CH:4][CH:3]=1.[C:22](=[O:25])([O-])[O-].[Na+].[Na+].[F:28][C:29]1[C:34]([F:35])=[CH:33][CH:32]=[CH:31][C:30]=1B(O)OOCCCCCCCC>COCCOC.C1C=CC([P]([Pd]([P](C2C=CC=CC=2)(C2C=CC=CC=2)C2C=CC=CC=2)([P](C2C=CC=CC=2)(C2C=CC=CC=2)C2C=CC=CC=2)[P](C2C=CC=CC=2)(C2C=CC=CC=2)C2C=CC=CC=2)(C2C=CC=CC=2)C2C=CC=CC=2)=CC=1>[F:28][C:29]1[C:34]([F:35])=[C:33]([O:25][CH2:22][CH2:6][CH2:7][CH2:2][CH2:3][CH2:4][CH2:5][CH3:8])[CH:32]=[CH:31][C:30]=1[C:6]1[C:5]([C:8]2[CH:13]=[CH:12][C:11]([O:14][CH2:15][CH2:16][CH2:17][CH2:18][CH2:19][CH2:20][OH:21])=[CH:10][CH:9]=2)=[CH:4][CH:3]=[CH:2][CH:7]=1 |f:1.2.3,^1:57,59,78,97|. Procedure: A solution of 4-bromo-4′-(6-hydroxyhexyloxy)biphenyl (3.30 g, 9.5 mmol) from step 2, a 2M-aqueous solution of sodium carbonate (40 ml) and tetrakis(triphenylphosphine)palladium(0) (0.28 g, 0.28 mmol) were mixed in DME (60 ml) under dry nitrogen at room temperature and 2,3-difluoro-octyloxyphenylboronic acid (3.25 g, 11.4 mmol) prepared as described in Example 1 step 4, was added. The stirred reaction mixture was heated under reflux under dry nitrogen overnight until g.l.c. and t.l.c. revealed a ... Starting materials: NC1=NNC2=C1C(N(C=C2Br)C(C)C(C)C)=O (3-amino-7-bromo-5-(3-methylbutan-2-yl)-1,5-dihydro-4H-pyrazolo[4,3-c]pyridin-4-one). Solvent: CCCCCC.C(C)O (hexane ethanol). The product is NC1=NNC2=C1C(N(C=C2Br)[C@@H](C)C(C)C)=O (3-amino-7-bromo-5-((2S)-3-methylbutan-2-yl)-1,5-dihydro-4H-pyrazolo[4,3-c]pyridin-4-one). The yield is 47.5%. Reaction SMILES: [NH2:1][C:2]1[C:6]2[C:7](=[O:17])[N:8]([CH:12]([CH:14]([CH3:16])[CH3:15])[CH3:13])[CH:9]=[C:10]([Br:11])[C:5]=2[NH:4][N:3]=1>CCCCCC.C(O)C>[NH2:1][C:2]1[C:6]2[C:7](=[O:17])[N:8]([C@H:12]([CH:14]([CH3:16])[CH3:15])[CH3:13])[CH:9]=[C:10]([Br:11])[C:5]=2[NH:4][N:3]=1 |f:1.2|. Procedure: Racemic 3-amino-7-bromo-5-(3-methylbutan-2-yl)-1,5-dihydro-4H-pyrazolo[4,3-c]pyridin-4-one obtained in Step G of Example 13 (7.89 g) was resolved by HPLC (column: CHIRALPAK AD, 50 mmID×500 mmL, manufactured by Daicel Chemical Industries, mobile phase: hexane/ethanol=600/400(v/v)) to give the title compound (3.751 g) having a shorter retention time. The reactants are C1CCOC1, CCCN(CCOc1ccccc1)C(=O)Cl, c1c[nH]cn1. Product: CCCN(CCOc1ccccc1)C(=O)n1ccnc1. Reaction SMILES: [O:22]1[CH2:23][CH2:24][CH2:25][CH2:26]1.[O:6]([c:7]1[cH:8][cH:9][cH:10][cH:11][cH:12]1)[CH2:13][CH2:14][N:15]([C:16](=[O:17])[Cl:18])[CH2:19][CH2:20][CH3:21].[nH:1]1[cH:2][n:3][cH:4][cH:5]1>>[n:1]1([C:16]([N:15]([CH2:14][CH2:13][O:6][c:7]2[cH:8][cH:9][cH:10][cH:11][cH:12]2)[CH2:19][CH2:20][CH3:21])=[O:17])[cH:2][n:3][cH:4][cH:5]1.